From a dataset of the Open Reaction Database (ORD), a public repository of structured organic reaction records. describe an organic reaction: reactants, conditions, products, and yield Reactants: FC(C(=O)O)(F)F.C1(CC1)NC(=O)[C@H]1NCCC1 ((S)-Pyrrolidine-2-carboxylic acid cyclopropylamide trifluoroacetate salt), COC([C@H](CCC(=O)OC(C)(C)C)NC(=O)C1=NC2=CC=CC=C2C(=C1)OCC(=O)O)=O ((S)-2-[(4-Carboxymethoxy-quinoline-2-carbonyl)-amino]-pentanedioic acid 5-tert-butyl ester 1-methyl ester), C(CCl)Cl (EDC), FC1=C(C(=C(C(=C1O)F)F)F)F (pentafluorophenol). The solvent is C(Cl)Cl (DCM), C(Cl)Cl (DCM), O (water). Run at time 2 hour. Yields the product COC([C@H](CCC(=O)OC(C)(C)C)NC(=O)C1=NC2=CC=CC=C2C(=C1)OCC(=O)N1[C@@H](CCC1)C(NC1CCC1)=O)=O ((S)-2-({4-[2-((S)-2-Cyclobutylcarbamoyl-pyrrolidin-1-yl)-2-oxo-ethoxy]-quinoline-2-carbonyl}-amino)pentanedioic acid 5-tert-butyl ester 1-methyl ester). RXN SMILES: [CH3:1][O:2][C:3](=[O:32])[C@@H:4]([NH:14][C:15]([C:17]1[CH:26]=[C:25]([O:27][CH2:28][C:29](O)=[O:30])[C:24]2[C:19](=[CH:20][CH:21]=[CH:22][CH:23]=2)[N:18]=1)=[O:16])[CH2:5][CH2:6][C:7]([O:9][C:10]([CH3:13])([CH3:12])[CH3:11])=[O:8].[CH2:33](Cl)CCl.FC1C(O)=C(F)C(F)=C(F)C=1F.FC(F)(F)C(O)=O.[CH:56]1([NH:59][C:60]([C@@H:62]2[CH2:66][CH2:65][CH2:64][NH:63]2)=[O:61])[CH2:58][CH2:57]1>C(Cl)Cl.O>[CH3:1][O:2][C:3](=[O:32])[C@@H:4]([NH:14][C:15]([C:17]1[CH:26]=[C:25]([O:27][CH2:28][C:29]([N:63]2[CH2:64][CH2:65][CH2:66][C@H:62]2[C:60](=[O:61])[NH:59][CH:56]2[CH2:58][CH2:57][CH2:33]2)=[O:30])[C:24]2[C:19](=[CH:20][CH:21]=[CH:22][CH:23]=2)[N:18]=1)=[O:16])[CH2:5][CH2:6][C:7]([O:9][C:10]([CH3:13])([CH3:12])[CH3:11])=[O:8] |f:3.4|. Procedure: To a solution of 4 g of (S)-2-[(4-Carboxymethoxy-quinoline-2-carbonyl)-amino]-pentanedioic acid 5-tert-butyl ester 1-methyl ester in 30 ml of DCM, 3.4 g of EDC and 3.2 g of pentafluorophenol was added and the reaction mixture was stirred for 2 h at RT. Then, 5 g of (S)-Pyrrolidine-2-carboxylic acid cyclopropylamide trifluoroacetate salt and 2 g of NEM in 10 ml of DCM was added. After 3 h the reaction mixture was diluted with water and extracted with DCM (3×150 ml). The combined organic phases we...